This data is from the Open Reaction Database (ORD), a public repository of structured organic reaction records. The task is: describe an organic reaction: reactants, conditions, products, and yield Starting materials: Clc1cccc(Br)c1, C1CCOC1, CCCCCC, CON(C)C(=O)C1CN(C(=O)OC(C)(C)C)CCO1, [Li]CCCC. Yields the product CC(C)(C)OC(=O)N1CCOC(C(=O)c2cccc(Cl)c2)C1. Reaction SMILES: [Br:1][c:2]1[cH:3][c:4]([Cl:8])[cH:5][cH:6][cH:7]1.[CH2:39]1[O:40][CH2:41][CH2:42][CH2:43]1.[CH3:14][CH2:15][CH2:16][CH2:17][CH2:18][CH3:19].[CH3:20][O:21][N:22]([C:23](=[O:24])[CH:25]1[O:26][CH2:27][CH2:28][N:29]([C:31](=[O:32])[O:33][C:34]([CH3:35])([CH3:36])[CH3:37])[CH2:30]1)[CH3:38].[CH3:9][CH2:10][CH2:11][CH2:12][Li:13]>>[c:2]1([C:23](=[O:24])[CH:25]2[O:26][CH2:27][CH2:28][N:29]([C:31](=[O:32])[O:33][C:34]([CH3:35])([CH3:36])[CH3:37])[CH2:30]2)[cH:3][c:4]([Cl:8])[cH:5][cH:6][cH:7]1.